Task: describe an organic reaction: reactants, conditions, products, and yield. Dataset: the Open Reaction Database (ORD), a public repository of structured organic reaction records Starting materials: COC1=C(N)C=CC=C1 (2-methoxyaniline), C(C)(=O)O (acetic acid), C(C)(=O)C(C(=O)OCC)C (ethyl 2-acetylpropionate). The solvent is C1=CC=CC=C1 (benzene). Product: COC1=C(NC(=C(C(=O)OCC)C)C)C=CC=C1 (ethyl 3-(2-methoxyanilino)-2-methyl-2-butenoate). As a reaction SMILES: [CH3:1][O:2][C:3]1[CH:9]=[CH:8][CH:7]=[CH:6][C:4]=1[NH2:5].C(O)(=O)C.[C:14]([CH:17]([CH3:23])[C:18]([O:20][CH2:21][CH3:22])=[O:19])(=O)[CH3:15]>C1C=CC=CC=1>[CH3:1][O:2][C:3]1[CH:9]=[CH:8][CH:7]=[CH:6][C:4]=1[NH:5][C:14]([CH3:15])=[C:17]([CH3:23])[C:18]([O:20][CH2:21][CH3:22])=[O:19]. Procedure: A mixture of 2-methoxyaniline (10 g), acetic acid (1 ml) and ethyl 2-acetylpropionate (12.3 g) in benzene (30 ml) was refluxed for 24 hours, and then the solvent was removed to give crude ethyl 3-(2-methoxyanilino)-2-methyl-2-butenoate, which was used as a starting compound at the following example without further purification. Reaction SMILES: [CH2:1]([O:3][C:4]1[CH:5]=[C:6]([CH:26]=[CH:27][C:28]=1[O:29][CH2:30][CH3:31])[CH2:7][CH:8]1[C:17]2[C:12](=[CH:13][C:14]([O:22][CH:23]([CH3:25])[CH3:24])=[C:15]([O:18][CH:19]([CH3:21])[CH3:20])[CH:16]=2)[CH2:11][CH2:10][NH:9]1)[CH3:2].[ClH:32]>C(O)C.C(OCC)C>[ClH:32].[CH2:1]([O:3][C:4]1[CH:5]=[C:6]([CH:26]=[CH:27][C:28]=1[O:29][CH2:30][CH3:31])[CH2:7][CH:8]1[C:17]2[C:12](=[CH:13][C:14]([O:22][CH:23]([CH3:24])[CH3:25])=[C:15]([O:18][CH:19]([CH3:21])[CH3:20])[CH:16]=2)[CH2:11][CH2:10][NH:9]1)[CH3:2] |f:4.5|. Starting materials: solution, Cl (hydrochloric acid), C(C)OC=1C=C(CC2NCCC3=CC(=C(C=C23)OC(C)C)OC(C)C)C=CC1OCC (1-(3',4'-diethoxybenzyl)-6,7-diisopropoxy-1,2,3,4-tetrahydroisoquinoline). The yield is 99.0%. Yields the product Cl.C(C)OC=1C=C(CC2NCCC3=CC(=C(C=C23)OC(C)C)OC(C)C)C=CC1OCC (1-(3',4'-Diethoxybenzyl)-6,7-diisopropoxy-1,2,3,4-tetrahydroisoquinoline hydrochloride). Procedure details: 81.5 g (0.019 mole) of 1-(3',4'-diethoxybenzyl)-6,7-diisopropoxy-1,2,3,4-tetrahydroisoquinoline was dissolved in 50 ml ethanol. 10 ml of a solution of hydrochloric acid in diethyl ether was added with agitation and cooling in an ice/water bath, (to pH=2). The solvent was removed under reduced pressure, the residue was stirred in suspension in 100 ml of isopropyl ether for a few minutes, excess solvent removed and the product dried to give 8.75 g of the title hydrochloride. Yield=99%. m.p. 158° C... Run in C(C)OCC (diethyl ether), C(C)O (ethanol). Reactants: CCCCCC(CC(=O)OCC(Cl)(Cl)Cl)C(=O)OCc1ccccc1, CO, [H][H]. The product is CCCCCC(CC(=O)OCC(Cl)(Cl)Cl)C(=O)O. RXN SMILES: [CH2:1]([c:2]1[cH:3][cH:4][cH:5][cH:6][cH:7]1)[O:8][C:9](=[O:10])[CH:11]([CH2:12][C:13](=[O:14])[O:15][CH2:16][C:17]([Cl:18])([Cl:19])[Cl:20])[CH2:21][CH2:22][CH2:23][CH2:24][CH3:25].[CH3:28][OH:29].[H:26][H:27]>>[O:8]=[C:9]([OH:10])[CH:11]([CH2:12][C:13](=[O:14])[O:15][CH2:16][C:17]([Cl:18])([Cl:19])[Cl:20])[CH2:21][CH2:22][CH2:23][CH2:24][CH3:25]. Starting materials: CC(C)(C)OC(=O)c1ccc(CBr)cc1, C1CCOC1, [Cl-], [H-], [NH4+], [Na+], O=C1NC(c2ccccc2)CO1. Yields the product CC(C)(C)OC(=O)c1ccc(CN2C(=O)OCC2c2ccccc2)cc1. RXN SMILES: [Br:15][CH2:16][c:17]1[cH:18][cH:19][c:20]([C:21](=[O:22])[O:23][C:24]([CH3:25])([CH3:26])[CH3:27])[cH:28][cH:29]1.[CH2:32]1[O:33][CH2:34][CH2:35][CH2:36]1.[Cl-:30].[H-:13].[NH4+:31].[Na+:14].[c:1]1([CH:7]2[NH:8][C:9](=[O:12])[O:10][CH2:11]2)[cH:2][cH:3][cH:4][cH:5][cH:6]1>>[c:1]1([CH:7]2[N:8]([CH2:16][c:17]3[cH:18][cH:19][c:20]([C:21](=[O:22])[O:23][C:24]([CH3:25])([CH3:26])[CH3:27])[cH:28][cH:29]3)[C:9](=[O:12])[O:10][CH2:11]2)[cH:2][cH:3][cH:4][cH:5][cH:6]1. The reactants are ClCC(=O)C=1C(=C(C(=CC1)C)NC(C)=O)C (N-[3-(2-chloro-acetyl)-2,6-dimethyl-phenyl]-acetamide), Cl.N1(CCNCC1)C1=NSC2=C1C=CC=C2 (3-piperazin-1-yl-benzo[d]isothiazole hydrochloride), hydrochloride salt, dioxane HCl(gas). The product is S1N=C(C2=C1C=CC=C2)N2CCN(CC2)CC(=O)C=2C(=C(C(=CC2)C)NC(C)=O)C (N-{3-[2-(4-benzo[d]isothiazol-3-yl-piperazin-1-yl)-acetyl]-2,6-dimethyl-phenyl}-acetamide). The yield is 64.4%. RXN SMILES: Cl[CH2:2][C:3]([C:5]1[C:6]([CH3:16])=[C:7]([NH:12][C:13](=[O:15])[CH3:14])[C:8]([CH3:11])=[CH:9][CH:10]=1)=[O:4].Cl.[N:18]1([C:24]2[C:28]3[CH:29]=[CH:30][CH:31]=[CH:32][C:27]=3[S:26][N:25]=2)[CH2:23][CH2:22][NH:21][CH2:20][CH2:19]1>>[S:26]1[C:27]2[CH:32]=[CH:31][CH:30]=[CH:29][C:28]=2[C:24]([N:18]2[CH2:19][CH2:20][N:21]([CH2:2][C:3]([C:5]3[C:6]([CH3:16])=[C:7]([NH:12][C:13](=[O:15])[CH3:14])[C:8]([CH3:11])=[CH:9][CH:10]=3)=[O:4])[CH2:22][CH2:23]2)=[N:25]1 |f:1.2|. Procedure details: Starting with N-[3-(2-chloro-acetyl)-2,6-dimethyl-phenyl]-acetamide (0.250 g, 1.04 mmol), and 3-piperazin-1-yl-benzo[d]isothiazole hydrochloride (0.290 g, 1.15 mmol) and following the procedure as outlined in Example 517, N-{3-[2-(4-benzo[d]isothiazol-3-yl-piperazin-1-yl)-acetyl]-2,6-dimethyl-phenyl}-acetamide (0.285 g, 0.67 mmol) was obtained as its hydrochloride salt from treatment with dioxane/HCl(gas). Yield=65%. 100% purity at 254 nM. 1H NMR (400 MHz, DMSO-d6) δ 9.29 (s, 2H), 8.00 (d, J=8.0... Reactants: CO, O=[N+]([O-])c1ccc(N2CCC(O)CC2)cc1. Product: Nc1ccc(N2CCC(O)CC2)cc1. As a reaction SMILES: [CH3:17][OH:18].[N+:1]([O-:2])(=[O:3])[c:4]1[cH:5][cH:6][c:7]([N:10]2[CH2:11][CH2:12][CH:13]([OH:16])[CH2:14][CH2:15]2)[cH:8][cH:9]1>>[NH2:1][c:4]1[cH:5][cH:6][c:7]([N:10]2[CH2:11][CH2:12][CH:13]([OH:16])[CH2:14][CH2:15]2)[cH:8][cH:9]1. Starting materials: CCO, COC(=O)C(C)c1ccc(C2CCCCC2)c2ccccc12, Cl, [K+], [OH-], O. Yields the product CC(C(=O)O)c1ccc(C2CCCCC2)c2ccccc12. As a reaction SMILES: [CH2:26]([OH:27])[CH3:28].[CH:1]1([c:7]2[cH:8][cH:9][c:10]([CH:17]([C:18](=[O:19])[O:20][CH3:21])[CH3:22])[c:11]3[cH:12][cH:13][cH:14][cH:15][c:16]23)[CH2:2][CH2:3][CH2:4][CH2:5][CH2:6]1.[ClH:25].[K+:24].[OH-:23].[OH2:29]>>[CH:1]1([c:7]2[cH:8][cH:9][c:10]([CH:17]([C:18](=[O:19])[OH:20])[CH3:22])[c:11]3[cH:12][cH:13][cH:14][cH:15][c:16]23)[CH2:2][CH2:3][CH2:4][CH2:5][CH2:6]1. Reactants: C(C)OC(=O)C1CC(CCC1)C(=O)OCC (Cyclohexane-1,3-dicarboxylic acid diethyl ester), C(C=C)Br (allyl bromide), C(C)(C)NC(C)C (N,N-diisopropylamine), [Li]CCCC (n-BuLi), CN1CCCN(C1=O)C (DMPU). The solvent is C1CCOC1 (THF), C1CCOC1 (THF). Reaction conditions: temperature 0 celsius, time 1 hour. Yields the product C(C)OC(=O)C1(CC(CCC1)C(=O)OCC)CC=C (1-Allyl-cyclohexane-1,3-dicarboxylic acid diethyl ester). The yield is 100.2%. RXN SMILES: C(N[CH:5]([CH3:7])[CH3:6])(C)C.[Li]CCCC.CN1C(=O)N(C)CCC1.[CH2:22]([O:24][C:25]([CH:27]1[CH2:32][CH2:31][CH2:30][CH:29]([C:33]([O:35][CH2:36][CH3:37])=[O:34])[CH2:28]1)=[O:26])[CH3:23].C(Br)C=C>C1COCC1>[CH2:36]([O:35][C:33]([C:29]1([CH2:7][CH:5]=[CH2:6])[CH2:30][CH2:31][CH2:32][CH:27]([C:25]([O:24][CH2:22][CH3:23])=[O:26])[CH2:28]1)=[O:34])[CH3:37]. Procedure details: To a cooled solution (−78° C.) of N,N-diisopropylamine (272 mL, 1.94 mol) in anhydrous THF (1.4 L) was added n-BuLi (1.6 M in hexane, 1.21 L, 1.94 mol) over the period of one hour and 20 minutes. The mixture was stirred at 0° C. for one hour and again cooled down to −78° C. DMPU (834 mL, 6.92 mol) was added dropwise, followed by the addition of the solution of cyclohexane-1,3-dicarboxylic acid diethyl ester from step 1 (316 g, 1.38 mol) in THF (400 mL). The mixture was stirred at −78° C. for 2.5... Starting materials: C(C)(C)(C)OC(=O)N1C(OC(C1CF)C1=CC=C(C=C1)B1OC(C(O1)(C)C)(C)C)(C)C (4-Fluoromethyl-2,2-dimethyl-5-[4-(4,4,5,5-tetramethyl-[1,3,2]dioxaborolan-2-yl)-phenyl]oxazolidine-3-carboxylic acid tert-butyl ester), BrC=1C=NC(=NC1)C#N (5-Bromo-pyrimidine-2-carbonitrile), C(=O)([O-])[O-].[Na+].[Na+] (Na2CO3). The reagents and catalysts are C=1C=CC(=CC1)[P](C=2C=CC=CC2)(C=3C=CC=CC3)[Pd]([P](C=4C=CC=CC4)(C=5C=CC=CC5)C=6C=CC=CC6)([P](C=7C=CC=CC7)(C=8C=CC=CC8)C=9C=CC=CC9)[P](C=1C=CC=CC1)(C=1C=CC=CC1)C=1C=CC=CC1 (Tetrakis(triphenylphosphine)palladium(0)). Solvent: C1(=CC=CC=C1)C.O (toluene water). Product: C(C)(C)(C)OC(=O)N1C(OC(C1CF)C1=CC=C(C=C1)C=1C=NC(=NC1)C#N)(C)C (5-[4-(2-Cyano-pyrimidin-5-yl)-phenyl]-4-fluoromethyl-2,2-dimethyl-oxazolidine-3-carboxylic acid tert-butyl ester). Yield: 47.8%. RXN SMILES: [C:1]([O:5][C:6]([N:8]1[CH:12]([CH2:13][F:14])[CH:11]([C:15]2[CH:20]=[CH:19][C:18](B3OC(C)(C)C(C)(C)O3)=[CH:17][CH:16]=2)[O:10][C:9]1([CH3:31])[CH3:30])=[O:7])([CH3:4])([CH3:3])[CH3:2].Br[C:33]1[CH:34]=[N:35][C:36]([C:39]#[N:40])=[N:37][CH:38]=1.C([O-])([O-])=O.[Na+].[Na+]>C1(C)C=CC=CC=1.O.C1C=CC([P]([Pd]([P](C2C=CC=CC=2)(C2C=CC=CC=2)C2C=CC=CC=2)([P](C2C=CC=CC=2)(C2C=CC=CC=2)C2C=CC=CC=2)[P](C2C=CC=CC=2)(C2C=CC=CC=2)C2C=CC=CC=2)(C2C=CC=CC=2)C2C=CC=CC=2)=CC=1>[C:1]([O:5][C:6]([N:8]1[CH:12]([CH2:13][F:14])[CH:11]([C:15]2[CH:20]=[CH:19][C:18]([C:33]3[CH:34]=[N:35][C:36]([C:39]#[N:40])=[N:37][CH:38]=3)=[CH:17][CH:16]=2)[O:10][C:9]1([CH3:31])[CH3:30])=[O:7])([CH3:2])([CH3:3])[CH3:4] |f:2.3.4,5.6,^1:58,60,79,98|. Procedure: To the solution of 4-Fluoromethyl-2,2-dimethyl-5-[4-(4,4,5,5-tetramethyl-[1,3,2]dioxaborolan-2-yl)-phenyl]oxazolidine-3-carboxylic acid tert-butyl ester (1 g, 2.298 mmol, 1.0 eq) in toluene/water (3:1-24 mL) is added 5-Bromo-pyrimidine-2-carbonitrile (0.42 g, 2.282 mmol, 1.20 eq), Na2CO3 (0.48 g, 4.528 mmol) and degassed with nitrogen for 15 minutes followed by addition of Tetrakis(triphenylphosphine)palladium(0) (0.132 g, 0.114 mmol) and heated reaction mixture to 80° C. for 16 hours. Solvent i...